Dataset: the Open Reaction Database (ORD), a public repository of structured organic reaction records. Task: describe an organic reaction: reactants, conditions, products, and yield Starting materials: CC1(OC2=CC=C(C=C2C(C1)N(S(=O)(=O)C)C)O)C (N-[2,2-dimethyl-6-hydroxychroman-4-yl]-N-methylmethanesulfonamide), phosphazene, Cl.C(C)N(CC)CCCCl (diethylaminopropyl chloride hydrochloride). The solvent is CC(OCC)=O (EA), CN(C)C=O (DMF). Reaction conditions: temperature 100 celsius. Product: C(C)N(CCCOC=1C=C2C(CC(OC2=CC1)(C)C)N(S(=O)(=O)C)C)CC (N-[6-(3-diethylaminopropoxy)-2,2-dimethylchroman-4-yl]-N-methylmethanesulfonamide). Isolated yield 48.2%. As a reaction SMILES: [CH3:1][C:2]1([CH3:19])[CH2:11][CH:10]([N:12]([CH3:17])[S:13]([CH3:16])(=[O:15])=[O:14])[C:9]2[C:4](=[CH:5][CH:6]=[C:7]([OH:18])[CH:8]=2)[O:3]1.Cl.[CH2:21]([N:23]([CH2:26][CH2:27][CH2:28]Cl)[CH2:24][CH3:25])[CH3:22]>CN(C=O)C.CC(=O)OCC>[CH2:21]([N:23]([CH2:24][CH3:25])[CH2:26][CH2:27][CH2:28][O:18][C:7]1[CH:8]=[C:9]2[C:4](=[CH:5][CH:6]=1)[O:3][C:2]([CH3:19])([CH3:1])[CH2:11][CH:10]2[N:12]([CH3:17])[S:13]([CH3:16])(=[O:15])=[O:14])[CH3:22] |f:1.2|. Procedure details: 0.7g (2.5 mmol) of N-[2,2-dimethyl-6-hydroxychroman-4-yl]-N-methylmethanesulfonamide (Example 15b) was stirred at RT for 1 h with 1.6 g (5.2 mmol) of phosphazene base [tert-butylimino-tri(pyrrolidino)phosphorane] in 2.5 ml of DMF. 0.48 g (2.6 mmol) of diethylaminopropyl chloride hydrochloride was then added and the mixture was heated to 100° C. for 8 h. After stripping off the solvent in vacuo, the residue was taken up in EA and the mixture was washed with water. After drying over magnesium sulf...